From a dataset of the Open Reaction Database (ORD), a public repository of structured organic reaction records. describe an organic reaction: reactants, conditions, products, and yield Starting materials: CC(=O)O, N#Cc1cn(C2CC2)c2cc(F)c(F)cc2c1=O, [Na+], O, O, O=[PH2][O-], c1ccncc1. Product: O=Cc1cn(C2CC2)c2cc(F)c(F)cc2c1=O. Reaction SMILES: [CH3:24][C:25](=[O:26])[OH:27].[CH:1]1([n:4]2[cH:5][c:6]([C:17]#[N:18])[c:7](=[O:16])[c:8]3[cH:9][c:10]([F:15])[c:11]([F:14])[cH:12][c:13]23)[CH2:2][CH2:3]1.[Na+:23].[OH2:19].[OH2:28].[PH2:20]([O-:21])=[O:22].[cH:29]1[cH:30][cH:31][n:32][cH:33][cH:34]1>>[CH:1]1([n:4]2[cH:5][c:6]([CH:17]=[O:21])[c:7](=[O:16])[c:8]3[cH:9][c:10]([F:15])[c:11]([F:14])[cH:12][c:13]23)[CH2:2][CH2:3]1. The reactants are CCC(NC(=O)OC(C)(C)C)C(=O)O, CCCCCC, CC(C)COC(=O)Cl, [NH4+], CN(C)C=O, [OH-]. Product: CCC(NC(=O)OC(C)(C)C)C(N)=O. As a reaction SMILES: [C:1]([CH3:2])([CH3:3])([CH3:4])[O:5][C:6](=[O:7])[NH:8][CH:9]([C:10](=[O:11])[OH:12])[CH2:13][CH3:14].[CH3:25][CH2:26][CH2:27][CH2:28][CH2:29][CH3:30].[Cl:15][C:16]([O:17][CH2:18][CH:19]([CH3:20])[CH3:21])=[O:22].[NH4+:24].[O:31]=[CH:32][N:33]([CH3:34])[CH3:35].[OH-:23]>>[C:1]([CH3:2])([CH3:3])([CH3:4])[O:5][C:6](=[O:7])[NH:8][CH:9]([C:10](=[O:11])[NH2:24])[CH2:13][CH3:14]. Starting materials: CC[O-], CCO, Cc1c(CCl)cccc1-c1ccccc1, ON=C(c1ccc(Cl)cc1)C1CC1, [Na+]. The product is Cc1c(CON=C(c2ccc(Cl)cc2)C2CC2)cccc1-c1ccccc1. RXN SMILES: [CH3:15][CH2:16][O-:17].[CH3:33][CH2:34][OH:35].[Cl:18][CH2:19][c:20]1[c:21]([CH3:32])[c:22](-[c:26]2[cH:27][cH:28][cH:29][cH:30][cH:31]2)[cH:23][cH:24][cH:25]1.[Cl:1][c:2]1[cH:3][cH:4][c:5]([C:8](=[N:9][OH:10])[CH:11]2[CH2:12][CH2:13]2)[cH:6][cH:7]1.[Na+:14]>>[Cl:1][c:2]1[cH:3][cH:4][c:5]([C:8](=[N:9][O:10][CH2:19][c:20]2[c:21]([CH3:32])[c:22](-[c:26]3[cH:27][cH:28][cH:29][cH:30][cH:31]3)[cH:23][cH:24][cH:25]2)[CH:11]2[CH2:12][CH2:13]2)[cH:6][cH:7]1. Starting materials: CCCCCCI, C[O-], CO, [Na+], Cc1[nH]c2ccc(O)cc2c1CC(=O)O. Yields the product CCCCCCOc1ccc2[nH]c(C)c(CC(=O)O)c2c1. Reaction SMILES: [CH2:19]([CH2:20][CH2:21][CH2:22][CH2:23][CH3:24])[I:25].[CH3:16][O-:17].[CH3:26][OH:27].[Na+:18].[OH:1][c:2]1[cH:3][c:4]2[c:5]([CH2:12][C:13](=[O:14])[OH:15])[c:6]([CH3:11])[nH:7][c:8]2[cH:9][cH:10]1>>[O:1]([c:2]1[cH:3][c:4]2[c:5]([CH2:12][C:13](=[O:14])[OH:15])[c:6]([CH3:11])[nH:7][c:8]2[cH:9][cH:10]1)[CH2:19][CH2:20][CH2:21][CH2:22][CH2:23][CH3:24].